From a dataset of the Open Reaction Database (ORD), a public repository of structured organic reaction records. describe an organic reaction: reactants, conditions, products, and yield Starting materials: C1(=CC=CC=C1)S(=O)(=O)N1C=C(C=2C1=NC=C(C2)OC)CC=2C=NC(=NC2)NCC=2C(=NC=C(C2)F)OC ([5-(1-benzenesulfonyl-5-methoxy-1H-pyrrolo[2,3-b]pyridin-3-ylmethyl)-pyrimidin-2-yl]-(5-fluoro-2-methoxy-pyridin-3-ylmethyl)-amine), O.O.O.[F-].C(CCC)[N+](CCCC)(CCCC)CCCC (tetrabutylammonium fluoride trihydrate), O (water). Solvent: O1CCCC1 (tetrahydrofuran). Reaction conditions: time 8 hour. Product: FC=1C=C(C(=NC1)OC)CNC1=NC=C(C=N1)CC1=CNC2=NC=C(C=C21)OC ((5-fluoro-2-methoxy-pyridin-3-ylmethyl)-[5-(5-methoxy-1H-pyrrolo[2,3-b]pyridin-3-ylmethyl)-pyrimidin-2-yl]-amine). As a reaction SMILES: C1(S([N:10]2[C:14]3=[N:15][CH:16]=[C:17]([O:19][CH3:20])[CH:18]=[C:13]3[C:12]([CH2:21][C:22]3[CH:23]=[N:24][C:25]([NH:28][CH2:29][C:30]4[C:31]([O:37][CH3:38])=[N:32][CH:33]=[C:34]([F:36])[CH:35]=4)=[N:26][CH:27]=3)=[CH:11]2)(=O)=O)C=CC=CC=1.O.O.O.[F-].C([N+](CCCC)(CCCC)CCCC)CCC.O>O1CCCC1>[F:36][C:34]1[CH:35]=[C:30]([CH2:29][NH:28][C:25]2[N:26]=[CH:27][C:22]([CH2:21][C:12]3[C:13]4[C:14](=[N:15][CH:16]=[C:17]([O:19][CH3:20])[CH:18]=4)[NH:10][CH:11]=3)=[CH:23][N:24]=2)[C:31]([O:37][CH3:38])=[N:32][CH:33]=1 |f:1.2.3.4.5|. Procedure details: To [5-(1-benzenesulfonyl-5-methoxy-1H-pyrrolo[2,3-b]pyridin-3-ylmethyl)-pyrimidin-2-yl]-(5-fluoro-2-methoxy-pyridin-3-ylmethyl)-amine (125, 1 equivalent) in 15.0 mL of tetrahydrofuran, tetrabutylammonium fluoride trihydrate (2 equivalent) is added. The reaction is stirred at room temperature overnight, then poured into water and extracted with ethyl acetate. The organic layer is dried over sodium sulfate, filtered and the filtrate concentrated under vacuum. The resulting material is purified by ... The reactants are CO, N#Cc1cc(F)ccc1-n1cncn1, N. The product is NCc1cc(F)ccc1-n1cncn1. Reaction SMILES: [CH3:16][OH:17].[F:1][c:2]1[cH:3][cH:4][c:5](-[n:10]2[n:11][cH:12][n:13][cH:14]2)[c:6]([C:7]#[N:8])[cH:9]1.[NH3:15]>>[F:1][c:2]1[cH:3][cH:4][c:5](-[n:10]2[n:11][cH:12][n:13][cH:14]2)[c:6]([CH2:7][NH2:8])[cH:9]1. The reactants are COC1=CC=C(C=C1)N1N=C(C2=C1C(N(CC2)CCC#N)=O)C(F)(F)F (3-[1-(4-Methoxy-phenyl)-7-oxo-3-trifluoromethyl-1,4,5,7-tetrahydro-pyrazolo[3,4-c]pyridin-6-yl]-propionitrile), C(C)(=O)O (acetic acid). The reagents and catalysts are [Pt]=O (Platinum oxide). The solvent is CO (methanol). Product: NCCCN1C(C2=C(CC1)C(=NN2C2=CC=C(C=C2)OC)C(F)(F)F)=O (6-(3-Amino-propyl)-1-(4-methoxy-phenyl)-3-trifluoromethyl-1,4,5,6-tetrahydro-pyrazolo[3,4-c]pyridin-7-one). Yield: 85.2%. RXN SMILES: [CH3:1][O:2][C:3]1[CH:8]=[CH:7][C:6]([N:9]2[C:13]3[C:14](=[O:22])[N:15]([CH2:18][CH2:19][C:20]#[N:21])[CH2:16][CH2:17][C:12]=3[C:11]([C:23]([F:26])([F:25])[F:24])=[N:10]2)=[CH:5][CH:4]=1.C(O)(=O)C>CO.[Pt]=O>[NH2:21][CH2:20][CH2:19][CH2:18][N:15]1[CH2:16][CH2:17][C:12]2[C:11]([C:23]([F:26])([F:25])[F:24])=[N:10][N:9]([C:6]3[CH:7]=[CH:8][C:3]([O:2][CH3:1])=[CH:4][CH:5]=3)[C:13]=2[C:14]1=[O:22]. Procedure details: 3-[1-(4-Methoxy-phenyl)-7-oxo-3-trifluoromethyl-1,4,5,7-tetrahydro-pyrazolo[3,4-c]pyridin-6-yl]-propionitrile (0.050 g, 0.137 mmol) was dissolved in methanol (20 mL) in a Parr bottle. Platinum oxide (0.005 g, 10%) and acetic acid (5 mL) were added and the reaction was hydrogenated under pressure overnight, filtered over Celite®, washed with methanol, concentrated, and purified with reverse phase HPLC and freeze-drying to afford the title compound (0.043 g, 85%): 1H NMR (CDCl3) δ 8.22 (bs, 2H), 7... The reactants are CC(C)CCON=O, CCOC(=O)c1cnn(-c2ccc(OCC(C)C)c(C#N)c2)c1N, C1CCOC1. Yields the product CCOC(=O)c1cnn(-c2ccc(OCC(C)C)c(C#N)c2)c1. Reaction SMILES: [CH3:25][CH:26]([CH2:27][CH2:28][O:29][N:30]=[O:31])[CH3:32].[NH2:1][c:2]1[c:3]([C:20](=[O:21])[O:22][CH2:23][CH3:24])[cH:4][n:5][n:6]1-[c:7]1[cH:8][c:9]([C:18]#[N:19])[c:10]([O:13][CH2:14][CH:15]([CH3:16])[CH3:17])[cH:11][cH:12]1.[O:33]1[CH2:34][CH2:35][CH2:36][CH2:37]1>>[cH:2]1[c:3]([C:20](=[O:21])[O:22][CH2:23][CH3:24])[cH:4][n:5][n:6]1-[c:7]1[cH:8][c:9]([C:18]#[N:19])[c:10]([O:13][CH2:14][CH:15]([CH3:16])[CH3:17])[cH:11][cH:12]1.